describe an organic reaction: reactants, conditions, products, and yield From a dataset of the Open Reaction Database (ORD), a public repository of structured organic reaction records. Starting materials: C([O-])(O)=O.[Na+] (sodium bicarbonate), [N+](=O)([O-])C1=CC=C(C=C1)S(=O)(=O)C1=CN=CS1 (5-[(4-nitrophenyl)sulfonyl]thiazole), stannous chloride, ice water. The solvent is C(C)O (ethanol). Product: NC1=CC=C(C=C1)S(=O)(=O)C1=CN=CS1 (5-[(4-Aminophenyl)sulfonyl]thiazole). Isolated yield 78.0%. Reaction SMILES: [N+:1]([C:4]1[CH:9]=[CH:8][C:7]([S:10]([C:13]2[S:17][CH:16]=[N:15][CH:14]=2)(=[O:12])=[O:11])=[CH:6][CH:5]=1)([O-])=O.C(=O)(O)[O-].[Na+]>C(O)C>[NH2:1][C:4]1[CH:9]=[CH:8][C:7]([S:10]([C:13]2[S:17][CH:16]=[N:15][CH:14]=2)(=[O:12])=[O:11])=[CH:6][CH:5]=1 |f:1.2|. Reported procedure: A stirred solution of 5-[(4-nitrophenyl)sulfonyl]thiazole (1.72 g, 6.4 mmol) and stannous chloride dehydrate (7.17 g, 31.8 mmol) in absolute ethanol (25 mL) was heated at reflux for 1 hour. The reaction mixture was poured into ice water, the aqueous solution basified with solid sodium bicarbonate and extracted with ethyl acetate (2×200 mL). The combined organic portions were dried (MgSO4), filtered, and the solvent removed to yield an orange solid. Flash chromatography (eluted with 10% ethyl ace...